From a dataset of the Open Reaction Database (ORD), a public repository of structured organic reaction records. describe an organic reaction: reactants, conditions, products, and yield Starting materials: ClCC1=CC=CC(=N1)C=O (6-chloromethyl-2-formylpyridine), [H-].[Na+] (sodium hydride), CC1=CC=C(C=C1)CCCCO (4-(4-methylphenyl)butanol), O (water). Solvent: O1CCCC1 (tetrahydrofuran), O1CCCC1 (tetrahydrofuran), CS(=O)C (dimethyl sulfoxide). Run at temperature 70 celsius, time 30 minute. Yields the product CC1=CC=C(C=C1)CCCCOCC1=CC=CC(=N1)C=O (6-[4-(4-methylphenyl) butoxy]methyl-2-formylpyridine). Isolated yield 18.4%. RXN SMILES: [H-].[Na+].[CH3:3][C:4]1[CH:9]=[CH:8][C:7]([CH2:10][CH2:11][CH2:12][CH2:13][OH:14])=[CH:6][CH:5]=1.Cl[CH2:16][C:17]1[N:22]=[C:21]([CH:23]=[O:24])[CH:20]=[CH:19][CH:18]=1.O>CS(C)=O.O1CCCC1>[CH3:3][C:4]1[CH:9]=[CH:8][C:7]([CH2:10][CH2:11][CH2:12][CH2:13][O:14][CH2:16][C:17]2[N:22]=[C:21]([CH:23]=[O:24])[CH:20]=[CH:19][CH:18]=2)=[CH:6][CH:5]=1 |f:0.1|. Reported procedure: To a suspension of 1.1 g of 60% sodium hydride in 30 ml of dimethyl sulfoxide under stirring at 70° C. for 30 minutes was added 4.1 g of 4-(4-methylphenyl)butanol at room temperature and stirred for 30 minutes. To a mixture was added 40 ml of tetrahydrofuran and was cooled at 0° C. To the resulting mixture was added dropwise a solution of 3.9 g of 6-chloromethyl-2-formylpyridine in 40 ml of tetrahydrofuran. After completion of the addition, the mixture was stirred at the same temperature for 30 ... Reactants: solution, Cl (hydrogen chloride), C(C)(C)(C)OC(=O)N[C@H](C(=O)N[C@@H](C)C(=O)OCCOC1=CC=C(C=C1)C1=C(C(=NC(=C1C#N)N1CCCC1)SCC=1N=C(SC1)C1=CC=C(C=C1)Cl)C#N)CCNC(=O)OC(C)(C)C (2-{4-(2-({(2-(4-chlorophenyl)-1,3-thiazol-4-yl)methyl}sulfanyl)-3,5-dicyano-6-(pyrrolidin-1-yl)pyridin-4-yl)phenoxy}ethyl N-{(2S)-2,4-bis((tert-butoxycarbonyl)-amino)butanoyl}-L-alaninate). Run in C(C)OCC (diethyl ether), ClCCl (dichloromethane). Run at time 4 hour. The product is Cl.Cl.N[C@H](C(=O)N[C@@H](C)C(=O)OCCOC1=CC=C(C=C1)C1=C(C(=NC(=C1C#N)N1CCCC1)SCC=1N=C(SC1)C1=CC=C(C=C1)Cl)C#N)CCN (2-{4-(2-({(2-(4-Chlorophenyl)-1,3-thiazol-4-yl)methyl}sulfanyl)-3,5-dicyano-6-(pyrrolidin-1-yl)pyridin-4-yl)phenoxy}ethyl N-((2S)-2,4-diaminobutanoyl)-L-alaninate dihydrochloride). RXN SMILES: C(OC([NH:8][C@@H:9]([CH2:56][CH2:57][NH:58]C(OC(C)(C)C)=O)[C:10]([NH:12][C@H:13]([C:15]([O:17][CH2:18][CH2:19][O:20][C:21]1[CH:26]=[CH:25][C:24]([C:27]2[C:32]([C:33]#[N:34])=[C:31]([N:35]3[CH2:39][CH2:38][CH2:37][CH2:36]3)[N:30]=[C:29]([S:40][CH2:41][C:42]3[N:43]=[C:44]([C:47]4[CH:52]=[CH:51][C:50]([Cl:53])=[CH:49][CH:48]=4)[S:45][CH:46]=3)[C:28]=2[C:54]#[N:55])=[CH:23][CH:22]=1)=[O:16])[CH3:14])=[O:11])=O)(C)(C)C.[ClH:66]>ClCCl.C(OCC)C>[ClH:53].[ClH:66].[NH2:8][C@@H:9]([CH2:56][CH2:57][NH2:58])[C:10]([NH:12][C@H:13]([C:15]([O:17][CH2:18][CH2:19][O:20][C:21]1[CH:22]=[CH:23][C:24]([C:27]2[C:32]([C:33]#[N:34])=[C:31]([N:35]3[CH2:36][CH2:37][CH2:38][CH2:39]3)[N:30]=[C:29]([S:40][CH2:41][C:42]3[N:43]=[C:44]([C:47]4[CH:48]=[CH:49][C:50]([Cl:53])=[CH:51][CH:52]=4)[S:45][CH:46]=3)[C:28]=2[C:54]#[N:55])=[CH:25][CH:26]=1)=[O:16])[CH3:14])=[O:11] |f:4.5.6|. Procedure details: 420 mg (0.444 mmol) of 2-{4-(2-({(2-(4-chlorophenyl)-1,3-thiazol-4-yl)methyl}sulfanyl)-3,5-dicyano-6-(pyrrolidin-1-yl)pyridin-4-yl)phenoxy}ethyl N-{(2S)-2,4-bis((tert-butoxycarbonyl)-amino)butanoyl}-L-alaninate were dissolved in 5 ml dichloromethane, and 4.442 ml of a 1N solution of hydrogen chloride in diethyl ether were added. After 4 hours of stirring, the precipitated solid was filtered off with suction, washed with diethyl ether and dried under reduced pressure. 322 mg (88% of theory) of th...